This data is from the Open Reaction Database (ORD), a public repository of structured organic reaction records. The task is: describe an organic reaction: reactants, conditions, products, and yield Starting materials: C1CCOC1, CCOC(C)=O, CCOC(=O)Cn1c2c(c3ccc(Cl)c(Cl)c31)CCN(C(=O)OC(C)(C)C)CC2, [Na+], [OH-], O. Product: CC(C)(C)OC(=O)N1CCc2c(n(CCO)c3c(Cl)c(Cl)ccc23)CC1. As a reaction SMILES: [CH2:38]1[O:39][CH2:40][CH2:41][CH2:42]1.[CH3:32][CH2:33][O:34][C:35]([CH3:36])=[O:37].[Cl:1][c:2]1[c:3]([Cl:29])[cH:4][cH:5][c:6]2[c:7]3[c:8]([n:9]([CH2:11][C:12](=[O:13])[O:14][CH2:15][CH3:16])[c:10]12)[CH2:17][CH2:18][N:19]([C:22](=[O:23])[O:24][C:25]([CH3:26])([CH3:27])[CH3:28])[CH2:20][CH2:21]3.[Na+:31].[OH-:30].[OH2:43]>>[Cl:1][c:2]1[c:3]([Cl:29])[cH:4][cH:5][c:6]2[c:7]3[c:8]([n:9]([CH2:11][CH2:12][OH:13])[c:10]12)[CH2:17][CH2:18][N:19]([C:22](=[O:23])[O:24][C:25]([CH3:26])([CH3:27])[CH3:28])[CH2:20][CH2:21]3. The reactants are CS(=O)(=O)CC(=O)N1CC2(OCC3=CC(=CC=C23)C2=NN(C(C2)(C(F)(F)F)C2=CC(=C(C(=C2)Cl)Cl)Cl)C(=O)OC(C)(C)C)C1 (tert-butyl 3-(1-(2-(methylsulfonyl)acetyl)-3′H-spiro[azetidine-3,1′-isobenzofuran]-5′-yl)-5-(3,4,5-trichlorophenyl)-5-(trifluoromethyl)-4,5-dihydro-1H-pyrazole-1-carboxylate). Run in O1CCOCC1 (dioxane). Conditions: time 30 minute. Yields the product Cl.CS(=O)(=O)CC(=O)N1CC2(OCC3=CC(=CC=C23)C2=NNC(C2)(C(F)(F)F)C2=CC(=C(C(=C2)Cl)Cl)Cl)C1 (2-(methylsulfonyl)-1-(5′-(5-(3,4,5-trichlorophenyl)-5-(trifluoromethyl)-4,5-dihydro-1H-pyrazol-3-yl)-3′H-spiro[azetidine-3,1′-isobenzofuran]-1-yl)ethanone hydrochloride). Reaction SMILES: [CH3:1][S:2]([CH2:5][C:6]([N:8]1[CH2:44][C:10]2([C:18]3[C:13](=[CH:14][C:15]([C:19]4[CH2:23][C:22]([C:28]5[CH:33]=[C:32]([Cl:34])[C:31]([Cl:35])=[C:30]([Cl:36])[CH:29]=5)([C:24]([F:27])([F:26])[F:25])[N:21](C(OC(C)(C)C)=O)[N:20]=4)=[CH:16][CH:17]=3)[CH2:12][O:11]2)[CH2:9]1)=[O:7])(=[O:4])=[O:3]>O1CCOCC1>[ClH:34].[CH3:1][S:2]([CH2:5][C:6]([N:8]1[CH2:9][C:10]2([C:18]3[C:13](=[CH:14][C:15]([C:19]4[CH2:23][C:22]([C:28]5[CH:29]=[C:30]([Cl:36])[C:31]([Cl:35])=[C:32]([Cl:34])[CH:33]=5)([C:24]([F:26])([F:27])[F:25])[NH:21][N:20]=4)=[CH:16][CH:17]=3)[CH2:12][O:11]2)[CH2:44]1)=[O:7])(=[O:3])=[O:4] |f:2.3|. Procedure: by dissolving tert-butyl 3-(1-(2-(methylsulfonyl)acetyl)-3′H-spiro[azetidine-3,1′-isobenzofuran]-5′-yl)-5-(3,4,5-trichlorophenyl)-5-(trifluoromethyl)-4,5-dihydro-1H-pyrazole-1-carboxylate in dioxane (0.2M) and purged with HCl gas at 0° C. for 30 minutes. Reaction mixture was then stirred for 30 minutes at room temperature. After consumption of starting material, reaction mixture reaction mixture was concentrated in vacuo to get an orange semisolid. Crude was triturated with Chloroform:hexane (1:... The reactants are CO, O=C[O-], Fc1ccc(OCC2CC3CN(Cc4ccccc4)CCN3C2)cc1, [NH4+]. Yields the product Fc1ccc(OCC2CC3CNCCN3C2)cc1. Reaction SMILES: [CH3:30][OH:31].[CH:26]([O-:27])=[O:28].[F:1][c:2]1[cH:3][cH:4][c:5]([O:6][CH2:7][CH:8]2[CH2:9][CH:10]3[N:11]([CH2:12][CH2:13][N:14]([CH2:16][c:17]4[cH:18][cH:19][cH:20][cH:21][cH:22]4)[CH2:15]3)[CH2:23]2)[cH:24][cH:25]1.[NH4+:29]>>[F:1][c:2]1[cH:3][cH:4][c:5]([O:6][CH2:7][CH:8]2[CH2:9][CH:10]3[N:11]([CH2:12][CH2:13][NH:14][CH2:15]3)[CH2:23]2)[cH:24][cH:25]1. Reactants: C(C)OC(CC1=CSC2=C1C=CC(=C2)O)=O (ethyl(6-hydroxy-1-benzothiophen-3-yl)acetate), CN(C)C=O (DMF), ClC1=C(CCl)C=CC(=C1)Cl (2,4-dichlorobenzyl chloride), C(=O)([O-])[O-].[K+].[K+] (K2CO3). The solvent is CCOC(=O)C (EtOAc). Conditions: time 16 hour. Yields the product C(C)OC(CC1=CSC2=C1C=CC(=C2)OCC2=C(C=C(C=C2)Cl)Cl)=O (Ethyl(6-((2,4-dichlorobenzyl)oxy)-1-benzothiophen-3-yl)acetate). The yield is 84.2%. As a reaction SMILES: [CH2:1]([O:3][C:4](=[O:16])[CH2:5][C:6]1[C:10]2[CH:11]=[CH:12][C:13]([OH:15])=[CH:14][C:9]=2[S:8][CH:7]=1)[CH3:2].CN(C=O)C.[Cl:22][C:23]1[CH:30]=[C:29]([Cl:31])[CH:28]=[CH:27][C:24]=1[CH2:25]Cl.C([O-])([O-])=O.[K+].[K+]>CCOC(C)=O>[CH2:1]([O:3][C:4](=[O:16])[CH2:5][C:6]1[C:10]2[CH:11]=[CH:12][C:13]([O:15][CH2:25][C:24]3[CH:27]=[CH:28][C:29]([Cl:31])=[CH:30][C:23]=3[Cl:22])=[CH:14][C:9]=2[S:8][CH:7]=1)[CH3:2] |f:3.4.5|. Reported procedure: To a mixture of ethyl(6-hydroxy-1-benzothiophen-3-yl)acetate (11.0 g) and DMF (200 mL) were added 2,4-dichlorobenzyl chloride (10.9 g) and K2CO3 (9.60 g). The mixture was stirred at 20° for 16 h. The mixture was diluted with EtOAc, and washed successively with water and brine. The organic layer was dried over anhydrous Na2SO4 and concentrated in vacuo. The residue was purified by silica gel column chromatography (EtOAc/PE) to give the title compound (15.5 g). Starting materials: IC=1C(=NN(C1C)C1=CC=C(C=C1)CCO)C (2-[4-(4-Iodo-3,5-dimethyl-1H-pyrazol-1-yl)phenyl]ethanol), C(CCC)[Sn](C=1SC=CN1)(CCCC)CCCC (2-tributylstannylthiazole). The solvent is C1(=CC(=CC=C1)C)C (m-xylene). Yields the product CC1=NN(C(=C1C=1SC=CN1)C)C1=CC=C(C=C1)CCO (2-{4-[3,5-Dimethyl-4-(1,3-thiazol-2-yl)-1H-pyrazol-1-yl]phenyl}ethanol). Isolated yield 5.2%. Reaction SMILES: I[C:2]1[C:3]([CH3:17])=[N:4][N:5]([C:8]2[CH:13]=[CH:12][C:11]([CH2:14][CH2:15][OH:16])=[CH:10][CH:9]=2)[C:6]=1[CH3:7].C([Sn](CCCC)(CCCC)[C:23]1[S:24][CH:25]=[CH:26][N:27]=1)CCC>C1(C)C=CC=C(C)C=1>[CH3:17][C:3]1[C:2]([C:23]2[S:24][CH:25]=[CH:26][N:27]=2)=[C:6]([CH3:7])[N:5]([C:8]2[CH:13]=[CH:12][C:11]([CH2:14][CH2:15][OH:16])=[CH:10][CH:9]=2)[N:4]=1. Procedure: A mixture of 2-[4-(4-iodo-3,5-dimethyl-1H-pyrazol-1-yl)phenyl]ethanol (step 2 of Example 11) (855 mg, 2.5 mmol), 2-tributylstannylthiazole (3 mmol) and tetrakistriphenylophosphinepalladium (346 mg, 0.3 mol) in m-xylene (6 mL) was refluxed for 16 h. The mixture was filtered through a pad of Celite and the filtrate was concentrated. The crude product was purified by TLC with hexane/ethyl acetate (1:1) to afford 39 mg (5%) of the title compound as yellow oil: MS (EI) m/z 299 [M]+. Reactants: C(C)OC(=O)C1(CC1)C1=CC=C(C=C1)C1=CC=C(C=C1)C1=C(C(=NO1)C)NC1=NC(=CC=C1)Br (1-{4′-[4-(6-bromo-pyridin-2-ylamino)-3-methyl-isoxazol-5-yl]-biphenyl-4-yl}-cyclopropanecarboxylic acid ethyl ester), FC1=C(C=CC=C1)B1OC(C(O1)(C)C)(C)C (2-(2-fluoro-phenyl)-4,4,5,5-tetramethyl-[1,3,2]dioxaborolane). Product: C(C)OC(=O)C1(CC1)C1=CC=C(C=C1)C1=CC=C(C=C1)C1=C(C(=NO1)C)NC1=NC(=CC=C1)C1=C(C=CC=C1)F (1-(4′-{4-[6-(2-Fluoro-phenyl)-pyridin-2-ylamino]-3-methyl-isoxazol-5-yl}-biphenyl-4-yl)-cyclopropanecarboxylic acid ethyl ester). As a reaction SMILES: [CH2:1]([O:3][C:4]([C:6]1([C:9]2[CH:14]=[CH:13][C:12]([C:15]3[CH:20]=[CH:19][C:18]([C:21]4[O:25][N:24]=[C:23]([CH3:26])[C:22]=4[NH:27][C:28]4[CH:33]=[CH:32][CH:31]=[C:30](Br)[N:29]=4)=[CH:17][CH:16]=3)=[CH:11][CH:10]=2)[CH2:8][CH2:7]1)=[O:5])[CH3:2].[F:35][C:36]1[CH:41]=[CH:40][CH:39]=[CH:38][C:37]=1B1OC(C)(C)C(C)(C)O1>>[CH2:1]([O:3][C:4]([C:6]1([C:9]2[CH:14]=[CH:13][C:12]([C:15]3[CH:20]=[CH:19][C:18]([C:21]4[O:25][N:24]=[C:23]([CH3:26])[C:22]=4[NH:27][C:28]4[CH:33]=[CH:32][CH:31]=[C:30]([C:37]5[CH:38]=[CH:39][CH:40]=[CH:41][C:36]=5[F:35])[N:29]=4)=[CH:17][CH:16]=3)=[CH:11][CH:10]=2)[CH2:8][CH2:7]1)=[O:5])[CH3:2]. Procedure details: Prepared according to the procedure described in Example 1, Step 10, using 1-{4′-[4-(6-bromo-pyridin-2-ylamino)-3-methyl-isoxazol-5-yl]-biphenyl-4-yl}-cyclopropanecarboxylic acid ethyl ester and 2-(2-fluoro-phenyl)-4,4,5,5-tetramethyl-[1,3,2]dioxaborolane. The reactants are ClC1=NC(=C(C(=N1)Cl)C=O)NC1=C(C=CC=C1)S(=O)(=O)C(C)C (2,4-dichloro-6-(2-(isopropylsulfonyl)phenylamino)pyrimidine-5-carbaldehyde), C[Mg]Br (methyl magnesium bromide), [NH4+].[Cl-] (NH4Cl). Solvent: C1CCOC1 (THF). Conditions: time 8 hour. Product: ClC1=NC(=C(C(=N1)Cl)C(C)O)NC1=C(C=CC=C1)S(=O)(=O)C(C)C (1-(2,4-dichloro-6-(2-(isopropylsulfonyl)phenylamino)pyrimidin-5-yl)ethanol). RXN SMILES: [Cl:1][C:2]1[N:7]=[C:6]([Cl:8])[C:5]([CH:9]=[O:10])=[C:4]([NH:11][C:12]2[CH:17]=[CH:16][CH:15]=[CH:14][C:13]=2[S:18]([CH:21]([CH3:23])[CH3:22])(=[O:20])=[O:19])[N:3]=1.[CH3:24][Mg]Br.[NH4+].[Cl-]>C1COCC1>[Cl:1][C:2]1[N:7]=[C:6]([Cl:8])[C:5]([CH:9]([OH:10])[CH3:24])=[C:4]([NH:11][C:12]2[CH:17]=[CH:16][CH:15]=[CH:14][C:13]=2[S:18]([CH:21]([CH3:23])[CH3:22])(=[O:20])=[O:19])[N:3]=1 |f:2.3|. Procedure: To the solution of 2,4-dichloro-6-(2-(isopropylsulfonyl)phenylamino)pyrimidine-5-carbaldehyde (797 mg, 2.14 mmol) in THF (10 mL) was added methyl magnesium bromide (3.0 M in diethyl ether, 6.4 mL, 19.3 mmol) at −78° C. under nitrogen atmosphere. The reaction mixture was warmed to room temperature gradually, and stirred overnight. The reaction mixture was poured into 20 mL of saturated aqueous NH4Cl at 0° C., and partitioned between EtOAc (30 mL×2) and brine (10 mL×2). The collected organic extra...